describe an organic reaction: reactants, conditions, products, and yield From a dataset of the Open Reaction Database (ORD), a public repository of structured organic reaction records. Product: O=C(NC1CCCC1N1CCCC1)c1c(F)cc(C(F)(F)F)cc1C(F)(F)F. Starting materials: O=C(O)c1c(F)cc(C(F)(F)F)cc1C(F)(F)F, NC1CCCC1N1CCCC1. As a reaction SMILES: [F:12][c:13]1[c:14]([C:15](=[O:16])[OH:17])[c:18]([C:26]([F:27])([F:28])[F:29])[cH:19][c:20]([C:22]([F:23])([F:24])[F:25])[cH:21]1.[N:1]1([CH:6]2[CH:7]([NH2:11])[CH2:8][CH2:9][CH2:10]2)[CH2:2][CH2:3][CH2:4][CH2:5]1>>[N:1]1([CH:6]2[CH:7]([NH:11][C:15]([c:14]3[c:13]([F:12])[cH:21][c:20]([C:22]([F:23])([F:24])[F:25])[cH:19][c:18]3[C:26]([F:27])([F:28])[F:29])=[O:16])[CH2:8][CH2:9][CH2:10]2)[CH2:2][CH2:3][CH2:4][CH2:5]1. Reactants: C=CCOC1OC(CO)C(O)C(O)C1O, O, ClC(c1ccccc1)(c1ccccc1)c1ccccc1, c1ccncc1. Product: C=CCOC1OC(COC(c2ccccc2)(c2ccccc2)c2ccccc2)C(O)C(O)C1O. As a reaction SMILES: [O:1]([CH:2]1[CH:3]([OH:4])[CH:5]([OH:6])[CH:7]([OH:8])[CH:9]([CH2:11][OH:12])[O:10]1)[CH2:13][CH:14]=[CH2:15].[OH2:36].[c:16]1([C:22]([c:23]2[cH:24][cH:25][cH:26][cH:27][cH:28]2)([c:29]2[cH:30][cH:31][cH:32][cH:33][cH:34]2)[Cl:35])[cH:17][cH:18][cH:19][cH:20][cH:21]1.[cH:37]1[cH:38][cH:39][n:40][cH:41][cH:42]1>>[O:1]([CH:2]1[CH:3]([OH:4])[CH:5]([OH:6])[CH:7]([OH:8])[CH:9]([CH2:11][O:12][C:22]([c:16]2[cH:17][cH:18][cH:19][cH:20][cH:21]2)([c:23]2[cH:24][cH:25][cH:26][cH:27][cH:28]2)[c:29]2[cH:30][cH:31][cH:32][cH:33][cH:34]2)[O:10]1)[CH2:13][CH:14]=[CH2:15]. The reactants are [Br-], Cc1oc(-c2ccccc2)cc1C=O, [Mg+]C1CCCC1, Cl, C1CCOC1, C1CCOC1, O. The product is Cc1oc(-c2ccccc2)cc1C(O)C1CCCC1. RXN SMILES: [Br-:20].[CH3:1][c:2]1[o:3][c:4](-[c:9]2[cH:10][cH:11][cH:12][cH:13][cH:14]2)[cH:5][c:6]1[CH:7]=[O:8].[CH:21]1([Mg+:26])[CH2:22][CH2:23][CH2:24][CH2:25]1.[ClH:27].[O:15]1[CH2:16][CH2:17][CH2:18][CH2:19]1.[O:29]1[CH2:30][CH2:31][CH2:32][CH2:33]1.[OH2:28]>>[CH3:1][c:2]1[o:3][c:4](-[c:9]2[cH:10][cH:11][cH:12][cH:13][cH:14]2)[cH:5][c:6]1[CH:7]([OH:8])[CH:21]1[CH2:22][CH2:23][CH2:24][CH2:25]1. Reaction conditions: time 8 hour. Reaction SMILES: O=[CH:2][CH2:3][CH2:4][CH2:5][NH:6][C:7]([N:9]1[CH2:14][CH2:13][CH:12]([C:15]2[CH:20]=[CH:19][CH:18]=[CH:17][CH:16]=2)[CH2:11][CH2:10]1)=[O:8].[CH2:21]([NH:24][CH:25]1[CH2:33][CH2:32][C:28]2[N:29]=[CH:30][S:31][C:27]=2[CH2:26]1)[CH2:22][CH3:23].C(O[BH-](OC(=O)C)OC(=O)C)(=O)C.[Na+]>ClCCCl>[C:15]1([CH:12]2[CH2:13][CH2:14][N:9]([C:7]([NH:6][CH2:5][CH2:4][CH2:3][CH2:2][N:24]([CH2:21][CH2:22][CH3:23])[CH:25]3[CH2:33][CH2:32][C:28]4[N:29]=[CH:30][S:31][C:27]=4[CH2:26]3)=[O:8])[CH2:10][CH2:11]2)[CH:20]=[CH:19][CH:18]=[CH:17][CH:16]=1 |f:2.3|. Starting materials: O=CCCCNC(=O)N1CCC(CC1)C1=CC=CC=C1 (N-(4-oxobutyl)-4-phenylpiperidine-1-carboxamide), C(CC)NC1CC2=C(N=CS2)CC1 (propyl-(4,5,6,7-tetrahydro-benzothiazol-6-yl)-amine), C(C)(=O)O[BH-](OC(C)=O)OC(C)=O.[Na+] (sodium triacetoxyborohydride). The yield is 34.0%. Product: C1(=CC=CC=C1)C1CCN(CC1)C(=O)NCCCCN(C1CC2=C(N=CS2)CC1)CCC (4-phenyl-N-(4-(propyl-(4,5,6,7-tetrahydrobenzo [d]thiazol-6-yl)amino)butyl)piperidine-1-carboxamide). Run in ClCCCl (1,2-dichloroethane). Reported procedure: A solution of 713 mg (2.6 mmol) N-(4-oxobutyl)-4-phenylpiperidine-1-carboxamide and 395 mg (2 mmol) propyl-(4,5,6,7-tetrahydro-benzothiazol-6-yl)-amine in 1,2-dichloroethane (20 mL) is stirred for about 30 minutes. Then 0.75 g (3 mmol) of sodium triacetoxyborohydride is added and the mixture is stirred overnight. After hydrolysation with 30 mL of 1N aqueous NaOH solution the organic phase is separated, dried over sodium sulfate and concentrated in vacuum. The crude product obtained is purified v... Reactants: CC(C)(C)OC(=O)CBr, Cl, [K+], [K+], O=C(OCc1ccccc1)C1CCCN1, O=C([O-])[O-], CN(C)C=O. Yields the product CC(C)(C)OC(=O)CN1CCCC1C(=O)OCc1ccccc1. Reaction SMILES: [Br:23][CH2:24][C:25](=[O:26])[O:27][C:28]([CH3:29])([CH3:30])[CH3:31].[ClH:1].[K+:17].[K+:18].[NH:2]1[CH:3]([C:7](=[O:8])[O:9][CH2:10][c:11]2[cH:12][cH:13][cH:14][cH:15][cH:16]2)[CH2:4][CH2:5][CH2:6]1.[O-:19][C:20]([O-:21])=[O:22].[O:32]=[CH:33][N:34]([CH3:35])[CH3:36]>>[N:2]1([CH2:24][C:25](=[O:26])[O:27][C:28]([CH3:29])([CH3:30])[CH3:31])[CH:3]([C:7](=[O:8])[O:9][CH2:10][c:11]2[cH:12][cH:13][cH:14][cH:15][cH:16]2)[CH2:4][CH2:5][CH2:6]1. Reactants: N1C(=O)C(=O)C2=CC=CC=C12 (isatin), C(C)(=O)OC(C)=O (acetic anhydride). The product is C(C)(=O)N1C(=O)C(=O)C2=CC=CC=C12 (N-acetylisatin). As a reaction SMILES: [NH:1]1[C:11]2[C:6](=[CH:7][CH:8]=[CH:9][CH:10]=2)[C:4](=[O:5])[C:2]1=[O:3].[C:12](OC(=O)C)(=[O:14])[CH3:13]>>[C:12]([N:1]1[C:11]2[C:6](=[CH:7][CH:8]=[CH:9][CH:10]=2)[C:4](=[O:5])[C:2]1=[O:3])(=[O:14])[CH3:13]. Procedure details: To 60 g of isatin was added 140 ml of acetic anhydride and the mixture was refluxed for 4 hours. The reaction mixture was cooled, and the crystals precipitated were collected by filtration, and washed with ether to obtain 58 g of N-acetylisatin. Starting materials: C1(=CC=CC=C1)P(C1=CC=CC=C1)C1=CC=CC=C1 (triphenylphosphine), O (water), N(=[N+]=[N-])CC=1C(=C(C(=CC1)Cl)OC=1C(=C(C#N)C=C(C1)Cl)Cl)F (3-{[3-(azidomethyl)-6-chloro-2-fluorophenyl]oxy}-2,5-dichlorobenzonitrile). The solvent is C1CCOC1 (THF). Yields the product NCC=1C(=C(C(=CC1)Cl)OC=1C(=C(C#N)C=C(C1)Cl)Cl)F (3-{[3-(aminomethyl)-6-chloro-2-fluorophenyl]oxy}-2,5-dichlorobenzonitrile). Isolated yield 92.6%. RXN SMILES: [N:1]([CH2:4][C:5]1[C:6]([F:23])=[C:7]([O:12][C:13]2[C:14]([Cl:22])=[C:15]([CH:18]=[C:19]([Cl:21])[CH:20]=2)[C:16]#[N:17])[C:8]([Cl:11])=[CH:9][CH:10]=1)=[N+]=[N-].C1(P(C2C=CC=CC=2)C2C=CC=CC=2)C=CC=CC=1.O>C1COCC1>[NH2:1][CH2:4][C:5]1[C:6]([F:23])=[C:7]([O:12][C:13]2[C:14]([Cl:22])=[C:15]([CH:18]=[C:19]([Cl:21])[CH:20]=2)[C:16]#[N:17])[C:8]([Cl:11])=[CH:9][CH:10]=1. Reported procedure: 3-{[3-(azidomethyl)-6-chloro-2-fluorophenyl]oxy}-2,5-dichlorobenzonitrile (0.565 g, 1.521 mmol) was dissolved in THF (5 mL) and was treated successively with triphenylphosphine (0.598 g, 2.281 mmol) and water (0.137 g, 7.60 mmol) at 25° C. for 3 days with stirring. The reaction mixture was concentrated to dryness and purified on 40 g silica gel eluted successively with EtOAc (to remove triphylphosphine oxide) followed by a gradient of 100% EtOAc to 10% CH3OH/DCM to give the desired product, 3-{[... Reactants: P(=O)(Cl)(Cl)Cl (phosphorus oxychloride), CN(C=O)C (dimethylformamide), CN(C=O)C (dimethylformamide), FC1=CC=C(C=C1)C1=CN(C2=CC=CC=C12)C (3-(4'-fluorophenyl)-1-methylindole), [OH-].[Na+] (sodium hydroxide). Conditions: temperature 80 celsius. Yields the product FC1=CC=C(C=C1)C1=C(N(C2=CC=CC=C12)C)C=O (3-(4'-Fluorophenyl)-1-methylindole-2-carboxaldehyde). Reaction SMILES: P(Cl)(Cl)(Cl)=O.[F:6][C:7]1[CH:12]=[CH:11][C:10]([C:13]2[C:21]3[C:16](=[CH:17][CH:18]=[CH:19][CH:20]=3)[N:15]([CH3:22])[CH:14]=2)=[CH:9][CH:8]=1.[OH-].[Na+].CN(C)[CH:27]=[O:28]>>[F:6][C:7]1[CH:12]=[CH:11][C:10]([C:13]2[C:21]3[C:16](=[CH:17][CH:18]=[CH:19][CH:20]=3)[N:15]([CH3:22])[C:14]=2[CH:27]=[O:28])=[CH:9][CH:8]=1 |f:2.3|. Reported procedure: 78.5 ml. (0.84 mole) of phosphorus oxychloride is added dropwise over a 20 min. period to 213 ml. of dimethylformamide stirred at 0° C. under nitrogen, the temperature of the reaction mixture not being allowed to exceed 10° C. The reaction mixture is heated to 80° C., a solution of 163.5 g. (0.727 mole) of 3-(4'-fluorophenyl)-1-methylindole in 270 ml. of dimethylformamide is added at a rate such that the temperature of the reaction mixture is maintained at 81°-83° C., the reaction mixture is mai... Reactants: FC=1C=C2C(C(=CN(C2=CC1F)C1=C(C=C(C=C1)F)F)C(=O)O)=O (6,7-difluoro-1-(2,4-difluorophenyl)-1,4-dihydro-4-oxo-3-quinolinecarboxylic acid), C1(CC1)NC[C@H]1CNC[C@H]1F ((3R,4S)-3-cyclopropylaminomethyl-4-fluoropyrrolidine). Yields the product C1(CC1)NC[C@H]1CN(C[C@H]1F)C1=C(C=C2C(C(=CN(C2=C1)C1=C(C=C(C=C1)F)F)C(=O)O)=O)F (7-[(3S,4S)-3-cyclopropylaminomethyl-4-fluoro-1-pyrrolidinyl]-6-fluoro-1-(2,4-difluorophenyl)-1,4-dihydro-4-oxo-3-quinolinecarboxylic acid). Yield: 65.0%. RXN SMILES: [F:1][C:2]1[CH:3]=[C:4]2[C:9](=[CH:10][C:11]=1F)[N:8]([C:13]1[CH:18]=[CH:17][C:16]([F:19])=[CH:15][C:14]=1[F:20])[CH:7]=[C:6]([C:21]([OH:23])=[O:22])[C:5]2=[O:24].[CH:25]1([NH:28][CH2:29][C@@H:30]2[C@H:34]([F:35])[CH2:33][NH:32][CH2:31]2)[CH2:27][CH2:26]1>>[CH:25]1([NH:28][CH2:29][C@@H:30]2[C@H:34]([F:35])[CH2:33][N:32]([C:11]3[CH:10]=[C:9]4[C:4]([C:5](=[O:24])[C:6]([C:21]([OH:23])=[O:22])=[CH:7][N:8]4[C:13]4[CH:18]=[CH:17][C:16]([F:19])=[CH:15][C:14]=4[F:20])=[CH:3][C:2]=3[F:1])[CH2:31]2)[CH2:27][CH2:26]1. Reported procedure: Using 6,7-difluoro-1-(2,4-difluorophenyl)-1,4-dihydro-4-oxo-3-quinolinecarboxylic acid (337 mg) and (3R,4S)-3-cyclopropylaminomethyl-4-fluoropyrrolidine (174 mg), the same procedure was followed as in Example 23 to give 7-[(3S,4S)-3-cyclopropylaminomethyl-4-fluoro-1-pyrrolidinyl]-6-fluoro-1-(2,4-difluorophenyl)-1,4-dihydro-4-oxo-3-quinolinecarboxylic acid as a pale yellow powder (309 mg). Starting materials: BrC=1C=CC=2N3C4=C(C=C(C=C4C2C1)O)C(C(=C3)C)=O (10-bromo-2-hydroxy-5-methyl-4H-pyrido[3,2,1-jk]carbazole-4-one), ice water, C([O-])([O-])=O.[K+].[K+] (potassium carbonate), Cl.N1=CC(=CC=C1)CCl (3-picolylchloride hydrochloride). The solvent is CS(=O)C (dimethyl sulfoxide). Reaction conditions: time 30 minute. Yields the product BrC=1C=CC=2N3C4=C(C=C(C=C4C2C1)OCC=1C=NC=CC1)C(C(=C3)C)=O (10-bromo-5-methyl-2-(3-pyridylmethyloxy)-4H-pyrido[3,2,1-jk]carbazole-4-one). Isolated yield 60.4%. As a reaction SMILES: [Br:1][C:2]1[CH:3]=[CH:4][C:5]2[N:6]3[CH:18]=[C:17]([CH3:19])[C:16](=[O:20])[C:8]4[CH:9]=[C:10]([OH:15])[CH:11]=[C:12]([C:13]=2[CH:14]=1)[C:7]3=4.C(=O)([O-])[O-].[K+].[K+].Cl.[N:28]1[CH:33]=[CH:32][CH:31]=[C:30]([CH2:34]Cl)[CH:29]=1>CS(C)=O>[Br:1][C:2]1[CH:3]=[CH:4][C:5]2[N:6]3[CH:18]=[C:17]([CH3:19])[C:16](=[O:20])[C:8]4[CH:9]=[C:10]([O:15][CH2:34][C:30]5[CH:29]=[N:28][CH:33]=[CH:32][CH:31]=5)[CH:11]=[C:12]([C:13]=2[CH:14]=1)[C:7]3=4 |f:1.2.3,4.5|. Procedure details: 10-bromo-2-hydroxy-5-methyl-4H-pyrido[3,2,1-jk]carbazole-4-one (350 mg) obtained in Example 49 was suspended in dimethyl sulfoxide (14 ml), and potassium carbonate (440 mg) was added to the suspension. The mixture was stirred at room temperature for 30 minutes and 3-picolylchloride hydrochloride (190 mg) was added to the mixture. The mixture was stirred at room temperature for 12 hours, and the reaction mixture was poured into ice water (500 ml). The crystals precipitated were recovered by filtr...